Dataset: the Open Reaction Database (ORD), a public repository of structured organic reaction records. Task: describe an organic reaction: reactants, conditions, products, and yield Starting materials: Nc1nccn2c(C3CCC3)nc(-c3cccc(OCc4ccccc4)c3)c12, Cl, C1COCCO1. Yields the product Nc1nccn2c(C3CCC3)nc(-c3cccc(O)c3)c12. As a reaction SMILES: [CH2:1]([c:2]1[cH:3][cH:4][cH:5][cH:6][cH:7]1)[O:8][c:9]1[cH:10][c:11](-[c:15]2[n:16][c:17]([CH:25]3[CH2:26][CH2:27][CH2:28]3)[n:18]3[c:19]2[c:20]([NH2:24])[n:21][cH:22][cH:23]3)[cH:12][cH:13][cH:14]1.[ClH:29].[O:30]1[CH2:31][CH2:32][O:33][CH2:34][CH2:35]1>>[OH:8][c:9]1[cH:10][c:11](-[c:15]2[n:16][c:17]([CH:25]3[CH2:26][CH2:27][CH2:28]3)[n:18]3[c:19]2[c:20]([NH2:24])[n:21][cH:22][cH:23]3)[cH:12][cH:13][cH:14]1.